Dataset: the Open Reaction Database (ORD), a public repository of structured organic reaction records. Task: describe an organic reaction: reactants, conditions, products, and yield The reactants are OO (H2O2), NC1=C(C(=CC=C1)C)O (2-amino-6-methylphenol), BrC1=CC=C(C=C1)N=C=S (4-bromophenyl isothiocyanate), O[Li].O (LiOH.H2O). The solvent is O1CCCC1 (tetrahydrofuran). Run at time 16 hour. Product: BrC1=CC=C(C=C1)NC=1OC2=C(N1)C=CC=C2C (N-(4-bromophenyl)-7-methylbenzo[d]oxazol-2-amine). RXN SMILES: [NH2:1][C:2]1[CH:7]=[CH:6][CH:5]=[C:4]([CH3:8])[C:3]=1[OH:9].[Br:10][C:11]1[CH:16]=[CH:15][C:14]([N:17]=[C:18]=S)=[CH:13][CH:12]=1.O[Li].O.OO>O1CCCC1>[Br:10][C:11]1[CH:16]=[CH:15][C:14]([NH:17][C:18]2[O:9][C:3]3[C:4]([CH3:8])=[CH:5][CH:6]=[CH:7][C:2]=3[N:1]=2)=[CH:13][CH:12]=1 |f:2.3|. Procedure: An ambient solution of 2-amino-6-methylphenol (0.74 g, 6.0 mmol) and 4-bromophenyl isothiocyanate (1.28 g, 6.0 mmol) in tetrahydrofuran (20 mL) was stirred for 16 h. The reaction was cooled (0° C.), and LiOH.H2O (0.521 g, 12.41 mmol) was added, followed by the dropwise addition of 30% H2O2 (3.41 mL, 31.0 mmol) over 15 minutes. The reaction was warmed to room temperature and stirred for 16 h. The reaction was then quenched by the addition of 20% aqueous sodium sulfite solution (50 mL) and ethyl a...